This data is from the Open Reaction Database (ORD), a public repository of structured organic reaction records. The task is: describe an organic reaction: reactants, conditions, products, and yield Reactants: C(#N)C1=CC=C(C=C2C(NC(N2)=O)=O)C=C1 (5-(4-cyanobenzylidene)-2,4-dioxoimidazolidine), CC(C)(C)[O-].[K+] (potassium tert-butylate), BrCC(=O)OCC1=CC=CC=C1 (benzyl bromoacetate). Run in CN(C=O)C (dimethylformamide). Reaction conditions: time 7 hour. The product is C(#N)C1=CC=C(C=C2C(N(C(N2)=O)CC(=O)OCC2=CC=CC=C2)=O)C=C1 (Benzyl (5-(4-Cyanobenzylidene)-2,4-dioxoimidazolidin-3-yl)-acetate). RXN SMILES: [C:1]([C:3]1[CH:16]=[CH:15][C:6]([CH:7]=[C:8]2[NH:12][C:11](=[O:13])[NH:10][C:9]2=[O:14])=[CH:5][CH:4]=1)#[N:2].CC([O-])(C)C.[K+].Br[CH2:24][C:25]([O:27][CH2:28][C:29]1[CH:34]=[CH:33][CH:32]=[CH:31][CH:30]=1)=[O:26]>CN(C)C=O>[C:1]([C:3]1[CH:4]=[CH:5][C:6]([CH:7]=[C:8]2[NH:12][C:11](=[O:13])[N:10]([CH2:24][C:25]([O:27][CH2:28][C:29]3[CH:34]=[CH:33][CH:32]=[CH:31][CH:30]=3)=[O:26])[C:9]2=[O:14])=[CH:15][CH:16]=1)#[N:2] |f:1.2|. Procedure: 6.4 g (0.03 mol) of (5-(4-cyanobenzylidene)-2,4-dioxoimidazolidine and 3.5 g (0.031 mol) of potassium tert-butylate are dissolved in 30 ml of dimethylformamide. After addition of 7.1 g (0.031 mol) of benzyl bromoacetate, the mixture is stirred at room temperature for 7 hours, heated briefly to 100° C. and concentrated. Water is added to the residue, and the mixture is extracted with ethyl acetate. The product crystallises out of the ethyl acetate phase, or can be precipitated by addition of hept...